This data is from the Open Reaction Database (ORD), a public repository of structured organic reaction records. The task is: describe an organic reaction: reactants, conditions, products, and yield The reactants are C(C)(C)(C)OC(=O)N1CCN(CC1)C1=C2N(C(NC2=NC=N1)=O)CC#CC (4-[7-(2-Butynyl)-8-oxo-8,9-dihydro-7H-purin-6-yl]piperazine-1-carboxylic acid t-butyl ester), C(C)(C)(C)OC(=O)N1CCN(CC1)C1=C2N(C(NC2=NC=N1)=O)CC#CC (4-[7-(2-Butynyl)-8-oxo-8,9-dihydro-7H-purin-6-yl]piperazine-1-carboxylic acid t-butyl ester), FC(C(=O)O)(F)F (trifluoroacetic acid). Conditions: time 5 minute. Yields the product FC(C(=O)O)(F)F.C(C#CC)N1C(NC2=NC=NC(=C12)N1CCNCC1)=O (7-(2-Butynyl)-6-(piperazin-1-yl)-7,9-dihydropurin-8-one trifluoroacetic acid salt). Reaction SMILES: C(OC([N:8]1[CH2:13][CH2:12][N:11]([C:14]2[N:22]=[CH:21][N:20]=[C:19]3[C:15]=2[N:16]([CH2:24][C:25]#[C:26][CH3:27])[C:17](=[O:23])[NH:18]3)[CH2:10][CH2:9]1)=O)(C)(C)C.[F:28][C:29]([F:34])([F:33])[C:30]([OH:32])=[O:31]>>[F:28][C:29]([F:34])([F:33])[C:30]([OH:32])=[O:31].[CH2:24]([N:16]1[C:15]2[C:19](=[N:20][CH:21]=[N:22][C:14]=2[N:11]2[CH2:12][CH2:13][NH:8][CH2:9][CH2:10]2)[NH:18][C:17]1=[O:23])[C:25]#[C:26][CH3:27] |f:2.3|. Reported procedure: 4-[7-(2-Butynyl)-8-oxo-8,9-dihydro-7H-purin-6-yl]piperazine-1-carboxylic acid t-butyl ester (compound 61e) (12 mg) was dissolved in trifluoroacetic acid. This reaction solution was stirred at room temperature for five minutes, and then concentrated. The residue was purified by reverse phase high performance liquid chromatography to give the title compound (8.86 mg). The reactants are C(C1=CC=CC=C1)N1CC2CCNC2C1 (7-Benzyl-2,7-diazabicyclo[3.3.0]octane), ClC(=O)OCC (ethyl chloroformate). Product: C(C1=CC=CC=C1)N1CC2CCN(C2C1)C(=O)OCC (ethyl 7-benzyl-2,7-diazabicyclo[3.3.0]octane-2-carboxylate). As a reaction SMILES: [CH2:1]([N:8]1[CH2:15][CH:14]2[CH:10]([CH2:11][CH2:12][NH:13]2)[CH2:9]1)[C:2]1[CH:7]=[CH:6][CH:5]=[CH:4][CH:3]=1.Cl[C:17]([O:19][CH2:20][CH3:21])=[O:18]>>[CH2:1]([N:8]1[CH2:15][CH:14]2[CH:10]([CH2:11][CH2:12][N:13]2[C:17]([O:19][CH2:20][CH3:21])=[O:18])[CH2:9]1)[C:2]1[CH:3]=[CH:4][CH:5]=[CH:6][CH:7]=1. Reported procedure: 7-Benzyl-2,7-diazabicyclo[3.3.0]octane (Example Jc) is reacted with ethyl chloroformate analogously to Example Oa) to give ethyl 7-benzyl-2,7-diazabicyclo[3.3.0]octane-2-carboxylate, and this is then debenzylated hydrogenolytically analogously to Example Jd). A colorless oil of boiling point 90° C./0.1 mbar is obtained. Starting materials: COC(C1=C(C=C(C=C1)CBr)C1=CC=CC=C1)=O (4-bromomethyl-2-phenylbenzoic acid methyl ester), [N-]=[N+]=[N-].[Na+] (sodium azide). The reagents and catalysts are [I-].C(CCC)[N+](CCCC)(CCCC)CCCC (tetrabutylammonium iodide). Run in CN(C)C=O (DMF), O (water). Conditions: temperature 75 celsius. Product: COC(C1=C(C=C(C=C1)CN=[N+]=[N-])C1=CC=CC=C1)=O (4-Azidomethyl-2-phenylbenzoic Acid Methyl Ester). Yield: 77.1%. Reaction SMILES: [CH3:1][O:2][C:3](=[O:18])[C:4]1[CH:9]=[CH:8][C:7]([CH2:10]Br)=[CH:6][C:5]=1[C:12]1[CH:17]=[CH:16][CH:15]=[CH:14][CH:13]=1.[N-:19]=[N+:20]=[N-:21].[Na+]>[I-].C([N+](CCCC)(CCCC)CCCC)CCC.CN(C=O)C.O>[CH3:1][O:2][C:3](=[O:18])[C:4]1[CH:9]=[CH:8][C:7]([CH2:10][N:19]=[N+:20]=[N-:21])=[CH:6][C:5]=1[C:12]1[CH:17]=[CH:16][CH:15]=[CH:14][CH:13]=1 |f:1.2,3.4|. Reported procedure: A mixture of 4-bromomethyl-2-phenylbenzoic acid methyl ester (1.5 g, 4.9 mmol), sodium azide (1.28 g, 19.7 mmol) and tetrabutylammonium iodide (1.3 g, 4.9 mmol) in DMF (16 mL) was heated at 75° C. for 18 hours. The reaction mixture was diluted with water and extracted twice with ethyl acetate. The combined organic extracts were dried over magnesium sulfate, filtered and concentrated in vacuo. Chromatography on silica gel (15% ethyl acetate-hexanes) to give the desired azide as a colorless oil (1... Reactants: C(C)OCC=1N(C2=C(C(=NC(=C2)C)OC2=CC=CC=C2)N1)CC(C)C (2-(ethoxymethyl)-1-(2-methylpropyl)-6-methyl-4-phenoxy-1H-imidazo[4,5-c]pyridine), C(C)(=O)[O-].[NH4+] (ammonium acetate), C(C)OCC (diethyl ether). The solvent is C(C)(=O)OCC (ethyl acetate). Conditions: temperature 150 celsius, time 36 hour. Yields the product C(C)OCC=1N(C2=C(C(=NC(=C2)C)N)N1)CC(C)C (2-(ethoxymethyl)-1-(2-methylpropyl)-6-methyl-1H-imidazo[4,5-c]pyridin-4-amine). Reaction SMILES: [CH2:1]([O:3][CH2:4][C:5]1[N:6]([CH2:22][CH:23]([CH3:25])[CH3:24])[C:7]2[CH:12]=[C:11]([CH3:13])[N:10]=[C:9](OC3C=CC=CC=3)[C:8]=2[N:21]=1)[CH3:2].C([O-])(=O)C.[NH4+:30].C(OCC)C>C(OCC)(=O)C>[CH2:1]([O:3][CH2:4][C:5]1[N:6]([CH2:22][CH:23]([CH3:25])[CH3:24])[C:7]2[CH:12]=[C:11]([CH3:13])[N:10]=[C:9]([NH2:30])[C:8]=2[N:21]=1)[CH3:2] |f:1.2|. Procedure: A sealed glass tube containing 2-(ethoxymethyl)-1-(2-methylpropyl)-6-methyl-4-phenoxy-1H-imidazo[4,5-c]pyridine (2.51 g) from Part E and ammonium acetate (25.1 g) was heated to 150° C. After 36 hours, TLC monitoring indicated that the reaction was complete. The resulting reaction mixture was cooled and then dissolved in ethyl acetate. The ethyl acetate solution was washed with 25% aqueous sodium hydroxide. The resulting organic layer was dried with magnesium sulfate, and concentrated under reduc... Solvent: O (water), C1CCOC1 (THF). Reaction SMILES: [NH2:1][C:2]1[C:33]([C:34]([F:37])([F:36])[F:35])=[CH:32][C:5]([CH2:6][CH:7]([CH2:11][C:12](=[O:31])[N:13]2[CH2:18][CH2:17][CH:16]([N:19]3[CH2:25][CH2:24][C:23]4[CH:26]=[CH:27][CH:28]=[CH:29][C:22]=4[NH:21][C:20]3=[O:30])[CH2:15][CH2:14]2)[C:8](O)=[O:9])=[CH:4][C:3]=1[Cl:38].[BH4-].[Na+].Cl>C1COCC1.O>[NH2:1][C:2]1[C:33]([C:34]([F:35])([F:36])[F:37])=[CH:32][C:5]([CH2:6][CH:7]([CH2:8][OH:9])[CH2:11][C:12]([N:13]2[CH2:18][CH2:17][CH:16]([N:19]3[CH2:25][CH2:24][C:23]4[CH:26]=[CH:27][CH:28]=[CH:29][C:22]=4[NH:21][C:20]3=[O:30])[CH2:15][CH2:14]2)=[O:31])=[CH:4][C:3]=1[Cl:38] |f:1.2|. Starting materials: [BH4-].[Na+] (sodium borohydride), Cl (HCl), NC1=C(C=C(CC(C(=O)O)CC(N2CCC(CC2)N2C(NC3=C(CC2)C=CC=C3)=O)=O)C=C1C(F)(F)F)Cl (2-(4-amino-3-chloro-5-trifluoromethyl-benzyl)-4-oxo-4-[4-(2-oxo-1,2,4,5-tetrahydro-1,3-benzodiazepin-3-yl)-piperidin-1-yl]-butyric acid), NC1=C(C=C(CC(C(=O)O)CC(N2CCC(CC2)N2C(NC3=C(CC2)C=CC=C3)=O)=O)C=C1C(F)(F)F)Cl (2-(4-amino-3-chloro-5-trifluoromethyl-benzyl)-4-oxo-4-[4-(2-oxo-1,2,4,5-tetrahydro-1,3-benzodiazepin-3-yl)-piperidin-1-yl]-butyric acid), ice. Reaction conditions: time 2 hour. Procedure: To a solution of 3.00 g (5.425 mmol) 2-(4-amino-3-chloro-5-trifluoromethyl-benzyl)-4-oxo-4-[4-(2-oxo-1,2,4,5-tetrahydro-1,3-benzodiazepin-3-yl)-piperidin-1-yl]-butyric acid (intermediate product 68) in 100 mL THF was added 1.054 g (6.500 mmol) CDl and the mixture was stirred for 2 hours at RT. This solution was added dropwise under a nitrogen atmosphere over 5 minutes to an ice-cooled solution of 0.728 g (19.250 mmol) sodium borohydride in 50 mL water and the mixture was stirred for 16 hours at ... Yields the product NC1=C(C=C(C=C1C(F)(F)F)CC(CC(=O)N1CCC(CC1)N1C(NC2=C(CC1)C=CC=C2)=O)CO)Cl (3-{1-[4-(4-Amino-3-chloro-5-trifluoromethyl-phenyl)-3-hydroxymethyl-butyryl]-piperidin-4-yl}-1,3,4,5-tetrahydro-1,3-benzodiazepin-2-one). Starting materials: OC1(C(OC2=C1C=C(C(=C2C)C)NC(CC(C)(C)C)=O)(C)C)C2=C(C=CC=C2)OC (N-(3-Hydroxy-3-(2-methoxyphenyl)-2,2,6,7-tetramethyl-2,3-dihydro-1-benzofuran-5-yl)-3,3-dimethylbutanamide). Solvent: C(C)(=O)OCC.CCCCCC (ethyl acetate hexane). Yields the product COC1=C(C=CC=C1)C1C(OC2=C1C=C(C(=C2C)C)NC(CC(C)(C)C)=O)(C)C (N-(3-(2-Methoxyphenyl)-2,2,6,7-tetramethyl-2,3-dihydro-1-benzofuran-5-yl)-3,3-dimethylbutanamide). Yield: 82.0%. Reaction SMILES: O[C:2]1([C:23]2[CH:28]=[CH:27][CH:26]=[CH:25][C:24]=2[O:29][CH3:30])[C:6]2[CH:7]=[C:8]([NH:13][C:14](=[O:20])[CH2:15][C:16]([CH3:19])([CH3:18])[CH3:17])[C:9]([CH3:12])=[C:10]([CH3:11])[C:5]=2[O:4][C:3]1([CH3:22])[CH3:21]>C(OCC)(=O)C.CCCCCC>[CH3:30][O:29][C:24]1[CH:25]=[CH:26][CH:27]=[CH:28][C:23]=1[CH:2]1[C:6]2[CH:7]=[C:8]([NH:13][C:14](=[O:20])[CH2:15][C:16]([CH3:18])([CH3:17])[CH3:19])[C:9]([CH3:12])=[C:10]([CH3:11])[C:5]=2[O:4][C:3]1([CH3:22])[CH3:21] |f:1.2|. Reported procedure: Using N-(3-hydroxy-3-(2-methoxyphenyl)-2,2,6,7-tetramethyl-2,3-dihydro-1-benzofuran-5-yl)-3,3-dimethylbutanamide obtained in Example 246, the title compound was synthesized in the same manner as in Example 271. Yield: 82%. Melting point: 169-170° C. (ethyl acetate-hexane). Reactants: CC1=CC=C(C=S)C=C1 (p-methylthiobenzaldehyde), CC(C)(C#C)O (2-methyl-3-butyn-2-ol), C1CCOC1 (THF), C(CCC)[Li] (butyllithium). The solvent is CCCCCC (hexane). Conditions: time 2 hour. Product: CSC1=CC=C(C=C1)C(C#CC(C)(C)O)O (1-{4-(methylthio)phenyl}-4-hydroxy-4-methyl-2-pentyn-1-ol). As a reaction SMILES: [CH3:1][C:2]([OH:6])([C:4]#[CH:5])[CH3:3].[CH2:7]1[CH2:11][O:10][CH2:9][CH2:8]1.[CH2:12]([Li])[CH2:13][CH2:14]C.CC1C=CC([CH:22]=[S:23])=CC=1>CCCCCC>[CH3:22][S:23][C:12]1[CH:9]=[CH:8][C:7]([CH:11]([OH:10])[C:5]#[C:4][C:2]([OH:6])([CH3:3])[CH3:1])=[CH:14][CH:13]=1. Procedure details: To a stirred solution of 2-methyl-3-butyn-2-ol (416 mg) and dry THF (30 ml) under argon and at −78° C., was added 1.6 M butyllithium in hexane (5 ml) dropwise over 10 minutes. 20 minutes later, p-methylthiobenzaldehyde (0.5 ml) was added dropwise to the reaction solution. Then the reaction solution was allowed to warm up to the ambient temperature by removing the cold bath. After stirring the reaction mixture for 2 hours, the reaction solvent was removed in vacuo, which was followed by neutraliz... The reactants are O=C1Cc2cc(Br)ccc2N1, C1CCNC1, CCO, CC(C)c1cc(C=O)cc(C(C)C)c1OCCN1CCOCC1, Cl. Product: CC(C)c1cc(C=C2C(=O)Nc3ccc(Br)cc32)cc(C(C)C)c1OCCN1CCOCC1. Reaction SMILES: [Br:24][c:25]1[cH:26][c:27]2[c:31]([cH:32][cH:33]1)[NH:30][C:29](=[O:34])[CH2:28]2.[CH2:35]1[CH2:36][NH:37][CH2:38][CH2:39]1.[CH3:41][CH2:42][OH:43].[CH:1]([CH3:2])([CH3:3])[c:4]1[cH:5][c:6]([CH:7]=[O:8])[cH:9][c:10]([CH:21]([CH3:22])[CH3:23])[c:11]1[O:12][CH2:13][CH2:14][N:15]1[CH2:16][CH2:17][O:18][CH2:19][CH2:20]1.[ClH:40]>>[CH:1]([CH3:2])([CH3:3])[c:4]1[cH:5][c:6]([CH:7]=[C:28]2[c:27]3[cH:26][c:25]([Br:24])[cH:33][cH:32][c:31]3[NH:30][C:29]2=[O:34])[cH:9][c:10]([CH:21]([CH3:22])[CH3:23])[c:11]1[O:12][CH2:13][CH2:14][N:15]1[CH2:16][CH2:17][O:18][CH2:19][CH2:20]1. Starting materials: FC=1C=C(C=CC1)C=CC(=O)O (3-(3-Fluorophenyl)acrylic acid). Reagents/catalysts: [Pd] (Pd/C). Run in CO (methanol). Product: FC=1C=C(C=CC1)CCC(=O)O (3-(3-fluorophenyl)propanoic acid). Isolated yield 80.7%. As a reaction SMILES: [F:1][C:2]1[CH:3]=[C:4]([CH:8]=[CH:9][C:10]([OH:12])=[O:11])[CH:5]=[CH:6][CH:7]=1>CO.[Pd]>[F:1][C:2]1[CH:3]=[C:4]([CH2:8][CH2:9][C:10]([OH:12])=[O:11])[CH:5]=[CH:6][CH:7]=1. Procedure details: 3-(3-Fluorophenyl)acrylic acid (I-78a: 6.4 gm, 38.5 mmol) in methanol (100 mL) was reduced with 10% Pd/C (640 mg) to afford the crude product, 5 g (80.69% yield). Starting materials: C(C)(C)(C)OC(=O)N(CCOC=1C=C(C(=O)O)C=C(C1)Cl)C1=CC=NC=C1 (3-[2-(tert-butoxycarbonyl-pyridin-4-yl-amino)-ethoxy]-5-chloro-benzoic acid), C1(CCCC1)NCCN1N=CN=C1 (cyclopentyl-(2-[1,2,4]triazol-1-yl-ethyl)-amine), CCOC1C=CC2=CC=CC=C2N1C(=O)OCC (EEDQ). The solvent is C(C)#N (acetonitrile). Yields the product C(C)(C)(C)OC(N(C1=CC=NC=C1)CCOC1=CC(=CC(=C1)C(N(CCN1N=CN=C1)C1CCCC1)=O)Cl)=O ({2-[3-Chloro-5-(cyclopentyl-(2-[1,2,4]triazol-1-yl-ethyl)-carbamoyl)-phenoxy]-ethyl}-pyridin-4-yl-carbamic acid tert-butyl ester). Yield: 38.9%. RXN SMILES: [C:1]([O:5][C:6]([N:8]([C:22]1[CH:27]=[CH:26][N:25]=[CH:24][CH:23]=1)[CH2:9][CH2:10][O:11][C:12]1[CH:13]=[C:14]([CH:18]=[C:19]([Cl:21])[CH:20]=1)[C:15]([OH:17])=O)=[O:7])([CH3:4])([CH3:3])[CH3:2].[CH:28]1([NH:33][CH2:34][CH2:35][N:36]2[CH:40]=[N:39][CH:38]=[N:37]2)[CH2:32][CH2:31][CH2:30][CH2:29]1.CCOC1N(C(OCC)=O)C2C(=CC=CC=2)C=C1>C(#N)C>[C:1]([O:5][C:6](=[O:7])[N:8]([CH2:9][CH2:10][O:11][C:12]1[CH:13]=[C:14]([C:15](=[O:17])[N:33]([CH:28]2[CH2:32][CH2:31][CH2:30][CH2:29]2)[CH2:34][CH2:35][N:36]2[CH:40]=[N:39][CH:38]=[N:37]2)[CH:18]=[C:19]([Cl:21])[CH:20]=1)[C:22]1[CH:27]=[CH:26][N:25]=[CH:24][CH:23]=1)([CH3:3])([CH3:4])[CH3:2]. Procedure details: A solution of 3-[2-(tert-butoxycarbonyl-pyridin-4-yl-amino)-ethoxy]-5-chloro-benzoic acid (0.040 g), cyclopentyl-(2-[1,2,4]triazol-1-yl-ethyl)-amine (0.05 g) and EEDQ (0.040 g) in acetonitrile (2 ml) was stirred at reflux, under nitrogen, for 2 h. The solvent was evaporated and the residue was purified by flash chromatography eluting with dichloromethane:methanol (95:5 v/v) to give the title compound as a yellow oil (0.022 g).